Dataset: the Open Reaction Database (ORD), a public repository of structured organic reaction records. Task: describe an organic reaction: reactants, conditions, products, and yield The reactants are CC(=O)[O-], CCC1C(=O)N(C)c2cnc(-n3cnc(C(=O)O)c3)nc2N1C1CCCC1, [NH4+]. Product: CCC1C(=O)N(C)c2cnc(-n3cnc(C(N)=O)c3)nc2N1C1CCCC1. Reaction SMILES: [CH3:29][C:30](=[O:31])[O-:32].[CH:1]1([N:6]2[CH:7]([CH2:26][CH3:27])[C:8](=[O:25])[N:9]([CH3:24])[c:10]3[cH:11][n:12][c:13](-[n:16]4[cH:17][n:18][c:19]([C:21](=[O:22])[OH:23])[cH:20]4)[n:14][c:15]32)[CH2:2][CH2:3][CH2:4][CH2:5]1.[NH4+:28]>>[CH:1]1([N:6]2[CH:7]([CH2:26][CH3:27])[C:8](=[O:25])[N:9]([CH3:24])[c:10]3[cH:11][n:12][c:13](-[n:16]4[cH:17][n:18][c:19]([C:21](=[O:22])[NH2:28])[cH:20]4)[n:14][c:15]32)[CH2:2][CH2:3][CH2:4][CH2:5]1.